Dataset: the Open Reaction Database (ORD), a public repository of structured organic reaction records. Task: describe an organic reaction: reactants, conditions, products, and yield The reactants are Cl (hydrochloric acid), C(C)(C)(C)C=1C=C(C=C(C1O[Si](C)(C)C)C(C)(C)C)[Si](O)(C1=CC(=C(C(=C1)C(C)(C)C)O[Si](C)(C)C)C(C)(C)C)C1=CC(=C(C(=C1)C(C)(C)C)O[Si](C)(C)C)C(C)(C)C (tris-(3,5-di-tert-butyl-4-trimethylsilyloxyphenyl)hydroxysilane), O.O.O.[F-].C(CCC)[N+](CCCC)(CCCC)CCCC (tetrabutylammonium fluoride trihydrate). The solvent is O1CCCC1 (tetrahydrofuran), O1CCCC1 (tetrahydrofuran), O1CCCC1 (tetrahydrofuran). Conditions: temperature 0 celsius, time 5 minute. The product is C(C)(C)(C)C=1C=C(C=C(C1O)C(C)(C)C)[Si](O)(C1=CC(=C(C(=C1)C(C)(C)C)O)C(C)(C)C)C1=CC(=C(C(=C1)C(C)(C)C)O)C(C)(C)C (Tris(3,5-di-tert-butyl-4-hydroxyphenyl)hydroxysilane). Yield: 97.5%. Reaction SMILES: [C:1]([C:5]1[CH:6]=[C:7]([Si:20]([C:41]2[CH:46]=[C:45]([C:47]([CH3:50])([CH3:49])[CH3:48])[C:44]([O:51][Si](C)(C)C)=[C:43]([C:56]([CH3:59])([CH3:58])[CH3:57])[CH:42]=2)([C:22]2[CH:27]=[C:26]([C:28]([CH3:31])([CH3:30])[CH3:29])[C:25]([O:32][Si](C)(C)C)=[C:24]([C:37]([CH3:40])([CH3:39])[CH3:38])[CH:23]=2)[OH:21])[CH:8]=[C:9]([C:16]([CH3:19])([CH3:18])[CH3:17])[C:10]=1[O:11][Si](C)(C)C)([CH3:4])([CH3:3])[CH3:2].O.O.O.[F-].C([N+](CCCC)(CCCC)CCCC)CCC.Cl>O1CCCC1>[C:37]([C:24]1[CH:23]=[C:22]([Si:20]([C:41]2[CH:42]=[C:43]([C:56]([CH3:59])([CH3:58])[CH3:57])[C:44]([OH:51])=[C:45]([C:47]([CH3:50])([CH3:49])[CH3:48])[CH:46]=2)([C:7]2[CH:8]=[C:9]([C:16]([CH3:17])([CH3:18])[CH3:19])[C:10]([OH:11])=[C:5]([C:1]([CH3:4])([CH3:3])[CH3:2])[CH:6]=2)[OH:21])[CH:27]=[C:26]([C:28]([CH3:31])([CH3:29])[CH3:30])[C:25]=1[OH:32])([CH3:38])([CH3:39])[CH3:40] |f:1.2.3.4.5|. Reported procedure: To a stirred solution of 0.40 g (0.45 mmol) of tris-(3,5-di-tert-butyl-4-trimethylsilyloxyphenyl)hydroxysilane in 3 ml of tetrahydrofuran at 0° C. is added dropwise a solution of 0.43 g (1.37 mmol) of tetrabutylammonium fluoride trihydrate in 3 ml of tetrahydrofuran. The reaction mixture is stirred for 5 minutes at 0° C. and to it is added dropwise a solution of 0.19 g of concentrated hydrochloric acid in 1 ml of tetrahydrofuran. The solvent is removed in vacuo and the residue is dissolved in 30... Reactants: O=[N+]([O-])c1cc(Cl)c(Cl)c(Cl)c1, [K+], [O-]c1ccccc1, OCCOCCO. The product is O=[N+]([O-])c1cc(Cl)c(O)c(Cl)c1. As a reaction SMILES: [Cl:1][c:2]1[cH:3][c:4]([N+:10](=[O:11])[O-:12])[cH:5][c:6]([Cl:9])[c:7]1[Cl:8].[K+:20].[O-:13][c:14]1[cH:15][cH:16][cH:17][cH:18][cH:19]1.[OH:21][CH2:22][CH2:23][O:24][CH2:25][CH2:26][OH:27]>>[Cl:1][c:2]1[cH:3][c:4]([N+:10](=[O:11])[O-:12])[cH:5][c:6]([Cl:9])[c:7]1[OH:13]. Reactants: powder, intermediate c, C=1(C(=CC=CC1)N)N (benzene-1,2-diamine), ClC1=CC(=C(C(=O)O)C=C1)OC (4-chloro-2-methoxy-benzoic acid). The product is ClC1=CC(=C(C=C1)C1=NC2=C(N1)C=CC=C2)OC (2-(4-Chloro-2-methoxy-phenyl)-1H-benzoimidazole). RXN SMILES: [C:1]1([NH2:8])[C:2]([NH2:7])=[CH:3][CH:4]=[CH:5][CH:6]=1.[Cl:9][C:10]1[CH:18]=[CH:17][C:13]([C:14](O)=O)=[C:12]([O:19][CH3:20])[CH:11]=1>>[Cl:9][C:10]1[CH:18]=[CH:17][C:13]([C:14]2[NH:8][C:1]3[CH:6]=[CH:5][CH:4]=[CH:3][C:2]=3[N:7]=2)=[C:12]([O:19][CH3:20])[CH:11]=1. Procedure: The title compound was prepared in analogy to Example 19, intermediate c, from benzene-1,2-diamine (CAS Reg. No. 95-54-5) and 4-chloro-2-methoxy-benzoic acid (CAS Reg. No. 57479-70-6). Colorless powder (59%). MS (Turbo Spray): m/z=259.4 (M+H). Starting materials: C(C)(C)(C)OC(C(=O)OC)C1=C(C2=C(C(N1C)=O)NC=C2)C2=CC=C(C=C2)Cl (methyl 2-(tert-butoxy)-2-(4-(4-chlorophenyl)-6-methyl-7-oxo-6,7-dihydro-1H-pyrrolo[2,3-c]pyridin-5-yl)acetate), BrCCN1CCCCC1 (1-(2-bromoethyl)piperidine). Yields the product C(C)(C)(C)OC(C(=O)O)C1=C(C2=C(C(N1C)=O)N(C=C2)CCN2CCCCC2)C2=CC=C(C=C2)Cl (2-(tert-butoxy)-2-(4-(4-chlorophenyl)-6-methyl-7-oxo-1-(2-(piperidin-1-yl)ethyl)-6,7-dihydro-1H-pyrrolo[2,3-c]pyridin-5-yl)acetic acid). Reaction SMILES: [C:1]([O:5][CH:6]([C:11]1[N:16]([CH3:17])[C:15](=[O:18])[C:14]2[NH:19][CH:20]=[CH:21][C:13]=2[C:12]=1[C:22]1[CH:27]=[CH:26][C:25]([Cl:28])=[CH:24][CH:23]=1)[C:7]([O:9]C)=[O:8])([CH3:4])([CH3:3])[CH3:2].Br[CH2:30][CH2:31][N:32]1[CH2:37][CH2:36][CH2:35][CH2:34][CH2:33]1>>[C:1]([O:5][CH:6]([C:11]1[N:16]([CH3:17])[C:15](=[O:18])[C:14]2[N:19]([CH2:30][CH2:31][N:32]3[CH2:37][CH2:36][CH2:35][CH2:34][CH2:33]3)[CH:20]=[CH:21][C:13]=2[C:12]=1[C:22]1[CH:27]=[CH:26][C:25]([Cl:28])=[CH:24][CH:23]=1)[C:7]([OH:9])=[O:8])([CH3:2])([CH3:3])[CH3:4]. Procedure: The title compound was prepared in a manner similar to that described in Example 2 from methyl 2-(tert-butoxy)-2-(4-(4-chlorophenyl)-6-methyl-7-oxo-6,7-dihydro-1H-pyrrolo[2,3-c]pyridin-5-yl)acetate and 1-(2-bromoethyl)piperidine. 1H NMR (400 MHz, METHANOL-d4) ppm 7.62-7.52 (m, 3H), 7.48-7.41 (m, 1H), 7.39-7.31 (m, 1H), 6.09-6.03 (m, 1H), 5.27 (s, 1H), 5.00-4.91 (m, 2H), 3.75 (s, 3H), 3.68-3.53 (m, 4H), 3.12-2.95 (m, 2H), 2.04-1.92 (m, 2H), 1.92-1.75 (m, 2H), 1.62-1.46 (m, 2H), 0.96 (s, 9H); LCMS... Reactants: C(C)NCC=1C=C(C#N)C=CC1 (3-[(ethylamino)methyl]benzonitrile), C(C=C)(=O)OC(C)(C)C (tert-butyl acrylate). Run at temperature 80 celsius. The product is C(#N)C=1C=C(CN(CCC(=O)OC(C)(C)C)CC)C=CC1 (tert-butyl N-(3-cyanobenzyl)-N-ethyl-beta-alaninate). Reaction SMILES: [CH2:1]([NH:3][CH2:4][C:5]1[CH:6]=[C:7]([CH:10]=[CH:11][CH:12]=1)[C:8]#[N:9])[CH3:2].[C:13]([O:17][C:18]([CH3:21])([CH3:20])[CH3:19])(=[O:16])[CH:14]=[CH2:15]>>[C:8]([C:7]1[CH:6]=[C:5]([CH:12]=[CH:11][CH:10]=1)[CH2:4][N:3]([CH2:1][CH3:2])[CH2:15][CH2:14][C:13]([O:17][C:18]([CH3:21])([CH3:20])[CH3:19])=[O:16])#[N:9]. Reported procedure: A mixture of 3-[(ethylamino)methyl]benzonitrile (5 g, 31 mmol) and tert-butyl acrylate (4.6 mL, 31 mmol) was heated neat at 80° C. for 12 hours. The crude mixture was purified by flash chromatography (silica, pet ether/EtOAc) to afford the title compound as colorless oil. 1H NMR (DMSO-d6, 400 MHz) δ 7.69 (m, 2H), 7.62 (d, J=7.8 Hz, 1H), 7.50 (m, 1H), 3.56 (s, 2H), 2.64 (t, 2H), 2.40 (m, 2H), 2.32 (t, 2H), 1.39 (s, 9H), 0.93 (t, 3H). The reactants are C, CCC(C)C(NC(=O)OCc1ccccc1)C(=O)NC(CO)Cc1c[nH]c2ccccc12, CCN=C=NCCCN(C)C, CCCC(CCC)C(=O)O, CN(C)C=O, ClCCl, Cl, On1nnc2ccccc21, [Pd]. Product: CCCC(CCC)C(=O)NC(C(=O)NC(CO)Cc1c[nH]c2ccccc12)C(C)CC. RXN SMILES: [C:73].[CH2:1]([c:3]1[cH:4][cH:5][cH:6][cH:7][cH:10]1)[O:8][C:9](=[O:2])[NH:11][CH:12]([CH:13]([CH3:14])[CH2:15][CH3:16])[C:17](=[O:18])[NH:19][CH:20]([CH2:21][c:22]1[cH:23][nH:24][c:25]2[cH:26][cH:27][cH:28][cH:29][c:30]12)[CH2:31][OH:32].[CH2:54]([N:55]=[C:56]=[N:57][CH2:58][CH2:59][CH2:60][N:61]([CH3:62])[CH3:63])[CH3:64].[CH3:33][CH2:34][CH2:35][CH:36]([CH2:37][CH2:38][CH3:39])[C:40](=[O:41])[OH:42].[CH3:65][N:66]([CH3:67])[CH:68]=[O:69].[Cl:70][CH2:71][Cl:72].[ClH:53].[OH:43][n:44]1[c:45]2[cH:46][cH:47][cH:48][cH:49][c:50]2[n:51][n:52]1.[Pd:74]>>[O:8]=[C:9]([NH:11][CH:12]([CH:13]([CH3:14])[CH2:15][CH3:16])[C:17](=[O:18])[NH:19][CH:20]([CH2:21][c:22]1[cH:23][nH:24][c:25]2[cH:26][cH:27][cH:28][cH:29][c:30]12)[CH2:31][OH:32])[CH:36]([CH2:35][CH2:34][CH3:33])[CH2:37][CH2:38][CH3:39].